Dataset: the Open Reaction Database (ORD), a public repository of structured organic reaction records. Task: describe an organic reaction: reactants, conditions, products, and yield Starting materials: N1=CC=C(C=C1)C1C2C(=NN1)C1=C(CCC2)C=CC=C1 (3-(4-pyridyl)-2,3,3a,4,5,6-hexahydrobenzo[6,7]cyclohepta[1,2-c] pyrazole). Reagents/catalysts: [O-2].[O-2].[Mn+4] (manganese dioxide). The solvent is C1=CC=CC=C1 (benzene). Reaction conditions: time 12 hour. Yields the product N1=CC=C(C=C1)C1=C2C(=NN1)C1=C(CCC2)C=CC=C1 (3-(4-pyridyl)-2,4,5,6-tetrahydrobenzo[ 6,7]cyclohepta[1,2-c]pyrazole). Reaction SMILES: [N:1]1[CH:6]=[CH:5][C:4]([CH:7]2[NH:11][N:10]=[C:9]3[C:12]4[CH:20]=[CH:19][CH:18]=[CH:17][C:13]=4[CH2:14][CH2:15][CH2:16][CH:8]23)=[CH:3][CH:2]=1>[O-2].[O-2].[Mn+4].C1C=CC=CC=1>[N:1]1[CH:2]=[CH:3][C:4]([C:7]2[NH:11][N:10]=[C:9]3[C:12]4[CH:20]=[CH:19][CH:18]=[CH:17][C:13]=4[CH2:14][CH2:15][CH2:16][C:8]=23)=[CH:5][CH:6]=1 |f:1.2.3|. Reported procedure: Into a flask eqipped with a magnetic stirring bar is charged 5.0 grams of 3-(4-pyridyl)-2,3,3a,4,5,6-hexahydrobenzo[6,7]cyclohepta[1,2-c] pyrazole, 25 grams of activated manganese dioxide and 150 ml of dry benzene. The mixture is stirred for about 12 hours at room temperature, after which the manganese salts are filtered off and the solvent removed in vacuo. The solid is crystallized from ethanol to give 3-(4-pyridyl)-2,4,5,6-tetrahydrobenzo[ 6,7]cyclohepta[1,2-c]pyrazole (m.p. 217°-219°C). Reactants: C1(=CC=CC=C1)C1=C(NC(=C1CC)C)C(=O)OCC (ethyl 3-phenyl-4-ethyl-5-methylpyrrole-2-carboxylate), Br (hydrobromic acid). Solvent: C(=O)O (formic acid). Run at temperature 100 celsius. Product: C1(=CC=CC=C1)C1=C(NC(=C1C1=CC=CC=C1)C)C(=O)OCC (ethyl 3,4-diphenyl-5-methyl-pyrrole-2-carboxylate). RXN SMILES: [C:1]1([C:7]2[C:11]([CH2:12][CH3:13])=[C:10]([CH3:14])[NH:9][C:8]=2[C:15]([O:17][CH2:18][CH3:19])=[O:16])[CH:6]=[CH:5][CH:4]=[CH:3][CH:2]=1.Br>C(O)=O>[C:1]1([C:7]2[C:11]([C:12]3[CH:3]=[CH:2][CH:1]=[CH:6][CH:13]=3)=[C:10]([CH3:14])[NH:9][C:8]=2[C:15]([O:17][CH2:18][CH3:19])=[O:16])[CH:2]=[CH:3][CH:4]=[CH:5][CH:6]=1. Procedure details: Pyrromethene Hydrobromides and BF2Complexes. Crude pyrromethene hydrobromides 6 were obtained from a α-pyrrole carboxylate esters 4 (Kleinspehn, 1955) and converted without purification to P-BF2 dyes 7. A mixture of ethyl 3-phenyl-4-ethyl-5-methylpyrrole-2-carboxylate 40 (2.57 g, 10 mmol), hydrobromic acid (3 ml, 48%) and formic acid (3.5 g) was heated at 100° C. for 4 h. The reaction mixture was cooled to 0° C. to bring about the separation of crude 3,3'-diphenyl-4,4'-diethyl-5,5'-dimethylpyrro... The reactants are ClCC(=O)Cl (chloroacetyl chloride), C(C)(C)NC(C)C (diisopropylamine), NCC1CN(CC1)C(=O)OC(C)(C)C (3-(RS)-aminomethyl-1-tert-butoxycarbonylpyrrolidine), ClCC(=O)Cl (chloroacetylchloride), C(C)(C)N(CC)C(C)C (diisopropylethylamine). Solvent: C(C)(=O)OCC (ethyl acetate), C(Cl)Cl (methylene chloride), C(Cl)Cl (methylene chloride). Reaction conditions: time 1 hour. The product is C(C)(C)(C)OC(=O)N1CC(CC1)CNC(CCl)=O (N-(1-tert-butoxycarbonylpyrrolidin-3-(RS)-ylmethyl)-2-chloroacetamide). RXN SMILES: [NH2:1][CH2:2][CH:3]1[CH2:7][CH2:6][N:5]([C:8]([O:10][C:11]([CH3:14])([CH3:13])[CH3:12])=[O:9])[CH2:4]1.[Cl:15][CH2:16][C:17](Cl)=[O:18].C(N(C(C)C)CC)(C)C.C(NC(C)C)(C)C>C(Cl)Cl.C(OCC)(=O)C>[C:11]([O:10][C:8]([N:5]1[CH2:6][CH2:7][CH:3]([CH2:2][NH:1][C:17](=[O:18])[CH2:16][Cl:15])[CH2:4]1)=[O:9])([CH3:14])([CH3:13])[CH3:12]. Procedure details: 3-(RS)-aminomethyl-1-tert-butoxycarbonylpyrrolidine (6.0 g, 30 mmol) in methylene chloride (15 mL) was added dropwise to a cold (0° C.) solution of chloroacetylchloride (2.4 mL, 30 mmol) and diisopropylethylamine (5.5 mL, 32 mmol) in methylene chloride under N2. After 1 h, an additional 0.5 equiv. of chloroacetyl chloride and diisopropylamine were added. After being left at 0° C. overnight, the reaction mixture was diluted with ethyl acetate and washed briefly with water and brine, then dried ov... Reactants: BrC(CO)(F)F (2-bromo-2,2-difluoroethanol), C(C(C)(C)C)(=O)Cl (pivalic chloride), anhydride. The product is C(C(C)(C)C)(=O)OCC(F)(F)Br (2-bromo-2,2-difluoroethyl pivalate). As a reaction SMILES: [Br:1][C:2]([F:6])([F:5])[CH2:3][OH:4].[C:7](Cl)(=[O:12])[C:8]([CH3:11])([CH3:10])[CH3:9]>>[C:7]([O:4][CH2:3][C:2]([Br:1])([F:6])[F:5])(=[O:12])[C:8]([CH3:11])([CH3:10])[CH3:9]. Reported procedure: These recurring units may be synthesized, for example, by the following method. One exemplary compound may be synthesized by reacting 2-bromo-2,2-difluoroethanol with pivalic chloride or anhydride to form 2-bromo-2,2-difluoroethyl pivalate, converting the bromo group into sodium sulfinate using a sulfur compound such as sodium dithionite, and converting sulfinic acid into sulfonic acid using an oxidizing agent such as hydrogen peroxide. This is followed by cation exchange with a triarylsulfonium...